Dataset: the Open Reaction Database (ORD), a public repository of structured organic reaction records. Task: describe an organic reaction: reactants, conditions, products, and yield Reactants: FC=1C=C(CN2N=CC3=CC(=CC=C23)NC2=NC=NC3=C2C2=C(CNCCC2)S3)C=CC1 (N-[1-(3-Fluorobenzyl)-1H-indazol-5-yl]-6,7,8,9-tetrahydro-5H-pyrimido[5′,4′:4,5]thieno[2,3-c]-azepin-4-amine), Cl.CN(C/C=C/C(=O)O)C(C)C ((2E)-4-[methyl(1-methylethyl)amino]but-2-enoic acid hydrochloride). The product is FC=1C=C(CN2N=CC3=CC(=CC=C23)NC2=NC=NC3=C2C2=C(CN(CCC2)C(\C=C\CN(C(C)C)C)=O)S3)C=CC1 (N-[1-(3-Fluorobenzyl)-1H-indazol-5-yl]-8-{(2E)-4-[methyl(1-methylethyl)amino]but-2-enoyl}-6,7,8,9-tetrahydro-5H-pyrimido[5′,4′:4,5]thieno[2,3-c]azepin-4-amine). As a reaction SMILES: [F:1][C:2]1[CH:3]=[C:4]([CH:30]=[CH:31][CH:32]=1)[CH2:5][N:6]1[C:14]2[C:9](=[CH:10][C:11]([NH:15][C:16]3[C:21]4[C:22]5[CH2:28][CH2:27][CH2:26][NH:25][CH2:24][C:23]=5[S:29][C:20]=4[N:19]=[CH:18][N:17]=3)=[CH:12][CH:13]=2)[CH:8]=[N:7]1.Cl.[CH3:34][N:35]([CH:42]([CH3:44])[CH3:43])[CH2:36]/[CH:37]=[CH:38]/[C:39](O)=[O:40]>>[F:1][C:2]1[CH:3]=[C:4]([CH:30]=[CH:31][CH:32]=1)[CH2:5][N:6]1[C:14]2[C:9](=[CH:10][C:11]([NH:15][C:16]3[C:21]4[C:22]5[CH2:28][CH2:27][CH2:26][N:25]([C:39](=[O:40])/[CH:38]=[CH:37]/[CH2:36][N:35]([CH3:34])[CH:42]([CH3:44])[CH3:43])[CH2:24][C:23]=5[S:29][C:20]=4[N:19]=[CH:18][N:17]=3)=[CH:12][CH:13]=2)[CH:8]=[N:7]1 |f:1.2|. Reported procedure: The title compound was synthesized in analogy to Example 89 from N-[1-(3-fluorobenzyl)-1H-indazol-5-yl]-6,7,8,9-tetrahydro-5H-pyrimido[5′,4′:4,5]thieno[2,3-c]azepin-4-amine from Example 83A (100 mg, 0.23 mmol) and (2E)-4-[methyl(1-methylethyl)amino]but-2-enoic acid hydrochloride from Example 2A (61 mg, 0.32 mmol) to yield 39 mg (29%). Reaction SMILES: Br[C:2]1[CH:7]=[CH:6][CH:5]=[CH:4][C:3]=1[C@@H:8]1[N:12]([CH3:13])[C@H:11]([CH3:14])[C@@H:10]([C:15]2[CH:20]=[CH:19][CH:18]=[CH:17][CH:16]=2)[O:9]1.C([Li:25])CCC>O1CCNC1.C1COCC1>[CH3:13][N:12]1[C@H:11]([CH3:14])[C@@H:10]([C:15]2[CH:20]=[CH:19][CH:18]=[CH:17][CH:16]=2)[O:9][C@@H:8]1[C:3]1[CH:4]=[CH:5][CH:6]=[CH:7][C:2]=1[Li:25]. Conditions: time 2 hour. Procedure: In a separate flask, the oxazolidine in the form of the mixture of Example 1 (17.43 g, 52.62 mmol, 1 eq) was dissolved in 25 mL of THF under an argon atmosphere. The solution was cooled to -70° C. (internal temperature) and n-C4H9Li (n-BuLi) (21 mL, 52.5 mmol, 1 eq) was added dropwise over 10 min such that the internal temperature did not rise above -50° C. The reaction was brought back to -70° C., and stirred for 2 h. The product is CN1[C@H](O[C@@H]([C@H]1C)C1=CC=CC=C1)C1=C(C=CC=C1)[Li] ((2R,4R,5R)-2-(3,4-Dimethyl-5-phenyloxazolidin-2-yl)phenyl lithium). Run in O1CNCC1 (oxazolidine), C1CCOC1 (THF). Starting materials: BrC1=C(C=CC=C1)[C@H]1O[C@@H]([C@H](N1C)C)C1=CC=CC=C1 ((2R, 4R, 5R) -2- (2-Bromophenyl) -3,4-dimethyl-5-phenyloxazolidine), C(CCC)[Li] (n-C4H9Li). Reactants: ClC=1C=C(C(=O)OCC(=C)C)C=CC1C1CC(CCC1)OCC(=C)C (2-methylallyl 3-chloro-4-(3-((2-methylallyl)oxy)cyclohexyl)- benzoate), O.[OH-].[Li+] (lithium hydroxide monohydrate), ClCCl (dichloromethane), Cl (hydrochloric acid). The solvent is O1CCCC1 (tetrahydrofuran), CO (methanol), O (water). Conditions: time 16 hour. Product: ClC=1C=C(C(=O)O)C=CC1C1CC(CCC1)OCC(=C)C (3-chloro-4-(3-((2-methylallyl)oxy)cyclohexyl)benzoic acid). As a reaction SMILES: [Cl:1][C:2]1[CH:3]=[C:4]([CH:12]=[CH:13][C:14]=1[CH:15]1[CH2:20][CH2:19][CH2:18][CH:17]([O:21][CH2:22][C:23]([CH3:25])=[CH2:24])[CH2:16]1)[C:5]([O:7]CC(C)=C)=[O:6].O.[OH-].[Li+].ClCCl.Cl>O1CCCC1.CO.O>[Cl:1][C:2]1[CH:3]=[C:4]([CH:12]=[CH:13][C:14]=1[CH:15]1[CH2:20][CH2:19][CH2:18][CH:17]([O:21][CH2:22][C:23]([CH3:25])=[CH2:24])[CH2:16]1)[C:5]([OH:7])=[O:6] |f:1.2.3|. Procedure: To a mixture of 2-methylallyl 3-chloro-4-(3-((2-methylallyl)oxy)cyclohexyl)- benzoate (0.153 g, 0.42 mmol) in tetrahydrofuran (2 mL) and methanol (1 mL) was added a solution of lithium hydroxide monohydrate (0.088 g, 2.10 mmol) in water (2 mL). The reaction mixture was stirred for 16 hours at ambient temperature. After dilution with dichloromethane (50 mL), 1N hydrochloric acid (5 mL) was added. The organic phase was dried over anhydrous sodium sulfate, filtered, and concentrated under reduced p... Reactants: C1COCCO1, CC(C)(C)[O-], OC1CCC1, COc1ccc(Cl)cc1-c1ccnc(Cl)c1, [K+]. Yields the product COc1ccc(Cl)cc1-c1ccnc(OC2CCC2)c1. As a reaction SMILES: [CH2:28]1[O:29][CH2:30][CH2:31][O:32][CH2:33]1.[CH3:22][C:23]([CH3:24])([O-:25])[CH3:26].[CH:17]1([OH:21])[CH2:18][CH2:19][CH2:20]1.[Cl:1][c:2]1[n:3][cH:4][cH:5][c:6](-[c:8]2[c:9]([O:15][CH3:16])[cH:10][cH:11][c:12]([Cl:14])[cH:13]2)[cH:7]1.[K+:27]>>[c:2]1([O:21][CH:17]2[CH2:18][CH2:19][CH2:20]2)[n:3][cH:4][cH:5][c:6](-[c:8]2[c:9]([O:15][CH3:16])[cH:10][cH:11][c:12]([Cl:14])[cH:13]2)[cH:7]1. Starting materials: CCN(C(C)C)C(C)C, COC(=O)C(=O)Cl, ClCCl, CCOC(=O)C1CCC(Oc2ccc(N)cc2)CC1, O. The product is CCOC(=O)C1CCC(Oc2ccc(NC(=O)C(=O)OC)cc2)CC1. As a reaction SMILES: [CH:27]([N:28]([CH:29]([CH3:30])[CH3:31])[CH2:32][CH3:33])([CH3:34])[CH3:35].[Cl:1][C:2]([C:3](=[O:4])[O:5][CH3:6])=[O:7].[Cl:37][CH2:38][Cl:39].[NH2:8][c:9]1[cH:10][cH:11][c:12]([O:13][CH:14]2[CH2:15][CH2:16][CH:17]([C:20](=[O:21])[O:22][CH2:23][CH3:24])[CH2:18][CH2:19]2)[cH:25][cH:26]1.[OH2:36]>>[C:2]([C:3](=[O:4])[O:5][CH3:6])(=[O:7])[NH:8][c:9]1[cH:10][cH:11][c:12]([O:13][CH:14]2[CH2:15][CH2:16][CH:17]([C:20](=[O:21])[O:22][CH2:23][CH3:24])[CH2:18][CH2:19]2)[cH:25][cH:26]1.